Dataset: the Open Reaction Database (ORD), a public repository of structured organic reaction records. Task: describe an organic reaction: reactants, conditions, products, and yield Starting materials: ClC1=CC=C(C(C2=CC=C(C=C2)Cl)OC2CNC2)C=C1 (3-(4,4′-dichlorobenzhydryloxy)azetidine), [N-]=C=O (isocyanate), ClC1=C(C(C2=CC=C(C=C2)Cl)OC2CN(C2)C(=O)NC(C)(C)C)C=CC(=C1)Cl (3-(2,4,4′-trichlorobenzhydryloxy)-N-(tert-butyl)azetidine-1-carboxamide). Product: ClC1=CC=C(C(C2=CC=C(C=C2)Cl)OC2CN(C2)C(=O)NCCC2=CC=CC=C2)C=C1 (3-(4,4′-dichlorobenzhydryloxy)-N-(phenethyl)azetidine-1-carboxamide). Reaction SMILES: Cl[C:2]1[CH:20]=[CH:19][C:5]([CH:6](OC2CNC2)[C:7]2C=CC(Cl)=CC=2)=[CH:4][CH:3]=1.[N-]=C=O.Cl[C:25]1[CH:50]=[C:49]([Cl:51])[CH:48]=[CH:47][C:26]=1[CH:27]([O:35][CH:36]1[CH2:39][N:38]([C:40]([NH:42]C(C)(C)C)=[O:41])[CH2:37]1)[C:28]1[CH:33]=[CH:32][C:31]([Cl:34])=[CH:30][CH:29]=1>>[Cl:34][C:31]1[CH:30]=[CH:29][C:28]([CH:27]([O:35][CH:36]2[CH2:39][N:38]([C:40]([NH:42][CH2:7][CH2:6][C:5]3[CH:19]=[CH:20][CH:2]=[CH:3][CH:4]=3)=[O:41])[CH2:37]2)[C:26]2[CH:25]=[CH:50][C:49]([Cl:51])=[CH:48][CH:47]=2)=[CH:33][CH:32]=1. Procedure details: This material was prepared from 3-(4,4′-dichlorobenzhydryloxy)azetidine (36) and the corresponding commercially available isocyanate, using the procedure described for compound (5). The reactants are S1C(=NC=C1)C#CCO (3-thiazol-2-yl-prop-2-yn-1-ol). The reagents and catalysts are [Pd] (Pd on charcoal). Run in CCO (EtOH). The product is S1C(=NC=C1)CCCO (3-Thiazol-2-yl-propan-1-ol). RXN SMILES: [S:1]1[CH:5]=[CH:4][N:3]=[C:2]1[C:6]#[C:7][CH2:8][OH:9]>CCO.[Pd]>[S:1]1[CH:5]=[CH:4][N:3]=[C:2]1[CH2:6][CH2:7][CH2:8][OH:9]. Procedure details: Pd on charcoal (0.5 g) was added to a sol. of 3-thiazol-2-yl-prop-2-yn-1-ol (2.31 g, 16.6 mmol) in EtOH (85 mL), and the mixture was subjected to an atmosphere of H2 overnight.